Dataset: the Open Reaction Database (ORD), a public repository of structured organic reaction records. Task: describe an organic reaction: reactants, conditions, products, and yield Starting materials: ClC1=CC=C(C=C1)NC1=C2N=CN(C2=NC(=N1)NN)C ((4-chloro-phenyl)-(2-hydrazino-9-methyl-9H-purin-6-yl)-amine), O1C(=CC=C1)C(CC(C)=O)=O (1-(2-furyl)-1,3-butanedione). The product is ClC1=CC=C(C=C1)NC1=C2N=CN(C2=NC(=N1)N1N=C(C=C1C)C=1OC=CC1)C ((4-Chloro-phenyl)-[2-(3-furan-2-yl-5-methyl-pyrazol-1-yl)-9-methyl-9H-purin-6-yl]-amine). As a reaction SMILES: [Cl:1][C:2]1[CH:7]=[CH:6][C:5]([NH:8][C:9]2[N:17]=[C:16]([NH:18][NH2:19])[N:15]=[C:14]3[C:10]=2[N:11]=[CH:12][N:13]3[CH3:20])=[CH:4][CH:3]=1.[O:21]1[CH:25]=[CH:24][CH:23]=[C:22]1[C:26](=O)[CH2:27][C:28](=O)[CH3:29]>>[Cl:1][C:2]1[CH:7]=[CH:6][C:5]([NH:8][C:9]2[N:17]=[C:16]([N:18]3[C:28]([CH3:29])=[CH:27][C:26]([C:22]4[O:21][CH:25]=[CH:24][CH:23]=4)=[N:19]3)[N:15]=[C:14]3[C:10]=2[N:11]=[CH:12][N:13]3[CH3:20])=[CH:4][CH:3]=1. Procedure details: Was prepared according to Example 9 from (4-chloro-phenyl)-(2-hydrazino-9-methyl-9H-purin-6-yl)-amine and 1-(2-furyl)-1,3-butanedione.